This data is from the Open Reaction Database (ORD), a public repository of structured organic reaction records. The task is: describe an organic reaction: reactants, conditions, products, and yield The reactants are OCC1=NC=CC(=C1OC)OC (2-Hydroxymethyl-3,4-dimethoxypryidine), S(=O)(Cl)Cl (thionyl chloride), NCCS (cysteamine). The product is COC=1C(=NC=CC1OC)CSCCN (2-(3,4-dimethoxy-2-pyridylmethylthio)ethylamine). Reaction SMILES: O[CH2:2][C:3]1[C:8]([O:9][CH3:10])=[C:7]([O:11][CH3:12])[CH:6]=[CH:5][N:4]=1.S(Cl)(Cl)=O.[NH2:17][CH2:18][CH2:19][SH:20]>>[CH3:10][O:9][C:8]1[C:3]([CH2:2][S:20][CH2:19][CH2:18][NH2:17])=[N:4][CH:5]=[CH:6][C:7]=1[O:11][CH3:12]. Procedure: 3-Fluoro-2-methyl-4-nitropyridine N-oxide is treated with an excess of sodium methoxide and the product is heated in acetic anhydride and deacetylated to give 2-hydroxymethyl-3,4-dimethoxypyridine. 2-Hydroxymethyl-3,4-dimethoxypryidine is treated with thionyl chloride and the product is treated with cysteamine to give 2-(3,4-dimethoxy-2-pyridylmethylthio)ethylamine.